describe an organic reaction: reactants, conditions, products, and yield From a dataset of the Open Reaction Database (ORD), a public repository of structured organic reaction records. Reactants: C[Si](C)(C)[N-][Si](C)(C)C.[Li+] (Lithium bis(trimethylsilyl) amide), FC=1C=C(N)C=C(C1)F (3,5-difluoroaniline), ClC(=O)OC(C)C (Isopropyl chloroformate). Solvent: CCOCC (ether), C1CCOC1 (THF). Yields the product FC=1C=C(C=C(C1)F)NC(OC(C)C)=O (Isopropyl 3,5-difluoro-phenylcarbamate). RXN SMILES: C[Si]([N-][Si](C)(C)C)(C)C.[Li+].[F:11][C:12]1[CH:13]=[C:14]([CH:16]=[C:17]([F:19])[CH:18]=1)[NH2:15].Cl[C:21]([O:23][CH:24]([CH3:26])[CH3:25])=[O:22]>C1COCC1.CCOCC>[F:11][C:12]1[CH:13]=[C:14]([NH:15][C:21](=[O:22])[O:23][CH:24]([CH3:26])[CH3:25])[CH:16]=[C:17]([F:19])[CH:18]=1 |f:0.1|. Reported procedure: Lithium bis(trimethylsilyl) amide (1.0 M solution in tetrahydrofuran, 542 mL, 0.542 mol) was added to a solution of 3,5-difluoroaniline (35 g, 0.271 mol) in THF (60 mL) at 0° C. Isopropyl chloroformate (1M solution in toluene, 406 mL, 0.406 mol) was then added dropwise at 0° C. and the mixture allowed to warm to room temperature over 2 h. The reaction mixture was diluted with ether and washed with 1N hydrochloric acid, water, saturated aqueous sodium bicarbonate, brine and dried (MgSO4). Solvent... Reactants: FC1=CC=C(C=C1)[C@@H]1COC2=CC(=CC=C2[C@H]1C1=CC=C(C=C1)OCCN1CCCCC1)OC ((±)-trans-3-(4-fluorophenyl)-7-methoxy4-(4-(2-piperidinoethoxy)phenyl)-chromane), Cl.N1=CC=CC=C1 (pyridine hydrochloride). The product is OC1=CC=C2[C@H]([C@@H](COC2=C1)C1=CC=C(C=C1)F)C1=CC=C(C=C1)OCCN1CCCCC1 ((±)-trans-7-Hydroxy-3-(4-fluorophenyl)-4-(4-(2-piperidinoethoxy)phenyl)-chromane). As a reaction SMILES: [F:1][C:2]1[CH:7]=[CH:6][C:5]([C@H:8]2[C@H:17]([C:18]3[CH:23]=[CH:22][C:21]([O:24][CH2:25][CH2:26][N:27]4[CH2:32][CH2:31][CH2:30][CH2:29][CH2:28]4)=[CH:20][CH:19]=3)[C:16]3[C:11](=[CH:12][C:13]([O:33]C)=[CH:14][CH:15]=3)[O:10][CH2:9]2)=[CH:4][CH:3]=1.Cl.N1C=CC=CC=1>>[OH:33][C:13]1[CH:12]=[C:11]2[C:16]([C@@H:17]([C:18]3[CH:23]=[CH:22][C:21]([O:24][CH2:25][CH2:26][N:27]4[CH2:28][CH2:29][CH2:30][CH2:31][CH2:32]4)=[CH:20][CH:19]=3)[C@H:8]([C:5]3[CH:4]=[CH:3][C:2]([F:1])=[CH:7][CH:6]=3)[CH2:9][O:10]2)=[CH:15][CH:14]=1 |f:1.2|. Procedure details: The intermediate, (±)-trans-3-(4-fluorophenyl)-7-methoxy4-(4-(2-piperidinoethoxy)phenyl)-chromane (70 mg, 0.152 mmol) was de-methylated by heating with pyridine hydrochloride (0.176 g, 1.52 mmol) for 18 h; giving the title compound as a colourless foam after purification.